From a dataset of the Open Reaction Database (ORD), a public repository of structured organic reaction records. describe an organic reaction: reactants, conditions, products, and yield Reactants: Cl (hydrogen chloride), C(C)C1=CC2=C(N=CN=C2N2CCC(CC2)CNC(OC(C)(C)C)=O)S1 (tert-butyl N-[(1-[6-ethylthieno[2,3-d]pyrimidin-4-yl]piperidin-4-yl)methyl]carbamate). Run in ClCCl (dichloromethane). Run at time 2 hour. Product: Cl.C(C)C1=CC2=C(N=CN=C2N2CCC(CC2)CN)S1 ((1-[6-ethylthieno[2,3-d]pyrimidin-4-yl]piperidin-4-yl)methanamine hydrochloride). The yield is 88.0%. RXN SMILES: [ClH:1].[CH2:2]([C:4]1[S:27][C:7]2[N:8]=[CH:9][N:10]=[C:11]([N:12]3[CH2:17][CH2:16][CH:15]([CH2:18][NH:19]C(=O)OC(C)(C)C)[CH2:14][CH2:13]3)[C:6]=2[CH:5]=1)[CH3:3]>ClCCl>[ClH:1].[CH2:2]([C:4]1[S:27][C:7]2[N:8]=[CH:9][N:10]=[C:11]([N:12]3[CH2:13][CH2:14][CH:15]([CH2:18][NH2:19])[CH2:16][CH2:17]3)[C:6]=2[CH:5]=1)[CH3:3] |f:3.4|. Procedure details: Excess hydrogen chloride gas was bubbled into a solution of tert-butyl N-[(1-[6-ethylthieno[2,3-d]pyrimidin-4-yl]piperidin-4-yl)methyl]carbamate (3.4 g, 9.03 mmol, 1.00 equiv) in dichloromethane (30 mL). The resulting solution was stirred for 2 h at room temperature. The product was precipitated and collected by filtration. The solid was dried in an oven under reduced pressure to give 2.5 g (88%) of Compound I-178 as a yellow solid. 1H NMR: (400 MHz, CD3OD) δ 8.59 (1H, s), 7.46 (1H, s), 4.90-4.9...